From a dataset of the Open Reaction Database (ORD), a public repository of structured organic reaction records. describe an organic reaction: reactants, conditions, products, and yield Reactants: CNCC(C)C, [Cl-], Cc1cc2c(cc1Cl)NC(=O)CC(c1cccc(-c3ccnc(CO)c3)c1)=N2, ClCCl, CN(C)C=O, O=S(Cl)Cl. Yields the product Cc1cc2c(cc1Cl)NC(=O)CC(c1cccc(-c3ccnc(CN(C)CC(C)C)c3)c1)=N2. Reaction SMILES: [CH2:34]([CH:35]([CH3:36])[CH3:37])[NH:38][CH3:39].[Cl-:33].[Cl:1][c:2]1[c:3]([CH3:28])[cH:4][c:5]2[c:6]([cH:27]1)[NH:7][C:8](=[O:26])[CH2:9][C:10]([c:12]1[cH:13][c:14](-[c:18]3[cH:19][c:20]([CH2:24][OH:25])[n:21][cH:22][cH:23]3)[cH:15][cH:16][cH:17]1)=[N:11]2.[Cl:40][CH2:41][Cl:42].[O:43]=[CH:44][N:45]([CH3:46])[CH3:47].[S:29]([Cl:30])([Cl:31])=[O:32]>>[Cl:1][c:2]1[c:3]([CH3:28])[cH:4][c:5]2[c:6]([cH:27]1)[NH:7][C:8](=[O:26])[CH2:9][C:10]([c:12]1[cH:13][c:14](-[c:18]3[cH:19][c:20]([CH2:24][N:38]([CH2:34][CH:35]([CH3:36])[CH3:37])[CH3:39])[n:21][cH:22][cH:23]3)[cH:15][cH:16][cH:17]1)=[N:11]2. The reactants are CCCCCCOc1ccc(S(=O)(=O)N(CC(=O)OCC)CC(C)C)cc1, C[O-], CO, Cl, NO, [Na+], [Na]. Yields the product CCCCCCOc1ccc(S(=O)(=O)N(CC(=O)NO)CC(C)C)cc1. RXN SMILES: [CH2:1]([CH2:2][CH2:3][CH2:4][CH2:5][CH3:6])[O:7][c:8]1[cH:9][cH:10][c:11]([S:14](=[O:15])(=[O:16])[N:17]([CH2:18][C:19](=[O:20])[O:21][CH2:22][CH3:23])[CH2:24][CH:25]([CH3:26])[CH3:27])[cH:12][cH:13]1.[CH3:31][O-:32].[CH3:35][OH:36].[ClH:28].[NH2:29][OH:30].[Na+:33].[Na:34]>>[CH2:1]([CH2:2][CH2:3][CH2:4][CH2:5][CH3:6])[O:7][c:8]1[cH:9][cH:10][c:11]([S:14](=[O:15])(=[O:16])[N:17]([CH2:18][C:19](=[O:20])[NH:29][OH:30])[CH2:24][CH:25]([CH3:26])[CH3:27])[cH:12][cH:13]1. Starting materials: CC(=O)C1=C(C=CC(=C1)O)O (2,5-dihydroxyacetophenone), C(C)(C)(C)OC(=O)N1CCC(CC1)=O (4-oxo-piperidine-1-carboxylic acid tert-butyl ester), N1CCCC1 (pyrrolidine). Run in CO (methanol). The product is C(C)(C)(C)OC(=O)N1CCC2(CC1)OC1=C(C(C2)=O)C=C(C=C1)O (1′-t-Butyloxycarbonyl-4-oxo-6-hydroxy-spiro[3Hbenzopyran-2,4′-piperidine]). The yield is 82.6%. Reaction SMILES: [CH3:1][C:2]([C:4]1[CH:9]=[C:8]([OH:10])[CH:7]=[CH:6][C:5]=1[OH:11])=[O:3].[C:12]([O:16][C:17]([N:19]1[CH2:24][CH2:23][C:22](=O)[CH2:21][CH2:20]1)=[O:18])([CH3:15])([CH3:14])[CH3:13].N1CCCC1>CO>[C:12]([O:16][C:17]([N:19]1[CH2:24][CH2:23][C:22]2([CH2:1][C:2](=[O:3])[C:4]3[CH:9]=[C:8]([OH:10])[CH:7]=[CH:6][C:5]=3[O:11]2)[CH2:21][CH2:20]1)=[O:18])([CH3:15])([CH3:13])[CH3:14]. Procedure details: A solution of 2,5-dihydroxyacetophenone (15 g, 98 mmol), 4-oxo-piperidine-1-carboxylic acid tert-butyl ester (20 g, 100 mmol) and pyrrolidine (21 mL, 260 mmol) in methanol (146 mL) was stirred at reflux for 23 h and concentrated under vacuum to produce a red oily crude material. The oily crude material was purified by ISCO (330 g column) chromatography using 27 to 80% ethyl acetate in hexane to afford the product of step 1 (27 g, 82%), mp 72-74° C. (ethyl acetate, ether and hexane), MS m/z=332 (... Starting materials: Cl (HCl), C(C)(C)(C)C=1SC2=C(N1)C1=C(N=C(S1)NC(C)=O)CC2 (N-(7-tert-Butyl-4,5-dihydro-benzo[1,2-d;3,4-d′]bisthiazol-2-yl)-acetamide), C([O-])(O)=O.[Na+] (sodium bicarbonate). Run in CCO (EtOH). Product: C(C)(C)(C)C=1SC2=C(N1)C1=C(N=C(S1)N)CC2 (7-tert-Butyl-4,5-dihydro-benzo[1,2-d;3,4-d′]bisthiazol-2-ylamine). RXN SMILES: [C:1]([C:5]1[S:6][C:7]2[CH2:20][CH2:19][C:11]3[N:12]=[C:13]([NH:15]C(=O)C)[S:14][C:10]=3[C:8]=2[N:9]=1)([CH3:4])([CH3:3])[CH3:2].Cl.C(=O)(O)[O-].[Na+]>CCO>[C:1]([C:5]1[S:6][C:7]2[CH2:20][CH2:19][C:11]3[N:12]=[C:13]([NH2:15])[S:14][C:10]=3[C:8]=2[N:9]=1)([CH3:4])([CH3:2])[CH3:3] |f:2.3|. Reported procedure: N-(7-tert-Butyl-4,5-dihydro-benzo[1,2-d;3,4-d′]bisthiazol-2-yl)-acetamide (Stage T.2, 225 mg, 0.732 mmol) was dissolved in EtOH (10 mL), HCl 36% (1.48 g, 14.64 mmol) was then added, and the RM heated to reflux. After 18 hours at reflux the RM was cooled to rt and adjusted to pH 8-9 by the addition of 5% aqueous sodium bicarbonate solution, extracted with EtOAc, and washed two times with H2O. The organic layer was dried over Na2SO4 and evaporated to give the title product (tR 4.408 min (Method F)... Reactants: C(C)(C)(C)OC(NC=1OCC[C@@](N1)(C)C1=C(C=CC(=C1)N)F)=O ([(S)-4-(5-amino-2-fluoro-phenyl)-4-methyl-5,6-dihydro-4H-[1,3]oxazin-2-yl]-carbamic acid tert-butyl ester), F1, C1(=CC=CC=C1)C=1C(=NC=CC1)C(=O)O (3-phenyl-pyridine-2-carboxylic acid). The product is NC=1OCC[C@@](N1)(C)C=1C=C(C=CC1F)NC(=O)C1=NC=CC=C1C1=CC=CC=C1 (3-Phenyl-pyridine-2-carboxylic acid [3-((S)-2-amino-4-methyl-5,6-dihydro-4H-[1,3]oxazin-4-yl)-4-fluoro-phenyl]-amide). As a reaction SMILES: C(OC(=O)[NH:7][C:8]1[O:9][CH2:10][CH2:11][C@:12]([C:15]2[CH:20]=[C:19]([NH2:21])[CH:18]=[CH:17][C:16]=2[F:22])([CH3:14])[N:13]=1)(C)(C)C.[C:24]1([C:30]2[C:31]([C:36](O)=[O:37])=[N:32][CH:33]=[CH:34][CH:35]=2)[CH:29]=[CH:28][CH:27]=[CH:26][CH:25]=1>>[NH2:7][C:8]1[O:9][CH2:10][CH2:11][C@:12]([C:15]2[CH:20]=[C:19]([NH:21][C:36]([C:31]3[C:30]([C:24]4[CH:29]=[CH:28][CH:27]=[CH:26][CH:25]=4)=[CH:35][CH:34]=[CH:33][N:32]=3)=[O:37])[CH:18]=[CH:17][C:16]=2[F:22])([CH3:14])[N:13]=1. Procedure: The coupling of [(S)-4-(5-amino-2-fluoro-phenyl)-4-methyl-5,6-dihydro-4H-[1,3]oxazin-2-yl]-carbamic acid tert-butyl ester from experiment F1 (R3=Me) and 3-phenyl-pyridine-2-carboxylic acid followed by deprotection using procedure H yielded the title compound. Starting materials: NCC(C)O (1-amino-2-propanol), O1CC1CCCCCC (1,2-epoxyoctane). The solvent is C(C)#N (acetonitrile). Conditions: temperature 180 celsius. Yields the product C(CCC)C12OC(CN1CC(O2)CCCCCC)C (7a-butyl-2-hexyl-6-methyl-tetrahydro-2H-oxazolo[2,3-b]oxazole). Isolated yield 20.0%. Reaction SMILES: [NH2:1][CH2:2][CH:3]([OH:5])[CH3:4].[O:6]1[CH:8]([CH2:9][CH2:10][CH2:11][CH2:12][CH2:13][CH3:14])[CH2:7]1>C(#N)C>[CH2:8]([C:7]12[O:6][CH:8]([CH2:9][CH2:10][CH2:11][CH2:12][CH2:13][CH3:14])[CH2:7][N:1]1[CH2:2][CH:3]([CH3:4])[O:5]2)[CH2:9][CH2:10][CH3:11]. Procedure: Under atmospheric nitrogen, 30.79 g of 1-amino-2-propanol was added drop-wise to a solution of 52.59 g of 1,2-epoxyoctane (in a ratio of 1:1 mol) in acetonitrile (100 g). The mixture was stirred and eventually solidified followed by the removal of acetonitrile in vacuum. Under atmospheric nitrogen, 30.00 g of valeric acid and the product of the first step, 83.33 g of 2-(2-hydroxypropylamino)octan-1-ol (in a ratio of 1:1.5 mol) were added to a flask with a Dean Stark trap and a condenser. The rea... Starting materials: C[Mg]Cl, CCCC(O)CC, ClC1=C[SH](Cl)NN(Cl)N1, CCCC(CC)O[SH]1C=C(Cl)NN(Cl)N1, N, C1CCOC1, O. Yields the product CCCC(CC)O[SH]1C=C(Cl)NN(N)N1. As a reaction SMILES: [CH3:1][Mg:2][Cl:3].[CH3:4][CH2:5][CH:6]([OH:7])[CH2:8][CH2:9][CH3:10].[Cl:11][SH:12]1[NH:13][N:18]([Cl:19])[NH:17][C:15]([Cl:16])=[CH:14]1.[Cl:21][N:22]1[NH:23][SH:24]([O:29][CH:30]([CH2:31][CH3:32])[CH2:33][CH2:34][CH3:35])[CH:25]=[C:26]([Cl:28])[NH:27]1.[NH3:20].[O:36]1[CH2:37][CH2:38][CH2:39][CH2:40]1.[OH2:41]>>[NH2:13][N:22]1[NH:23][SH:24]([O:29][CH:30]([CH2:31][CH3:32])[CH2:33][CH2:34][CH3:35])[CH:25]=[C:26]([Cl:28])[NH:27]1. Reactants: O1C(CCCC1)OCCN1C(N(C(C2=CC=CC=C12)C1=CC=CC=C1)C1CCN(CC1)CC1=CC=CC=C1)=O (1-[2-(tetrahydropyran-2-yl)oxyethyl]-3-(1-benzylpiperidin-4-yl)-4-phenyl-3,4-dihydro-2(1H)-quinazolinone), C([O-])(O)=O.[Na+] (sodium bicarbonate), C(C1=CC=CC=C1)N1CCC(CC1)N1C(NC2=CC=CC=C2C1C1=CC=CC=C1)=O (3-(1-benzylpiperidin-4-yl)-4-phenyl-3,4-dihydro-2(1H)-quinazolinone), O1C(CCCC1)OCCBr (2-(tetrahydropyran-2-yl)oxyethyl bromide), O.C1(=CC=C(C=C1)S(=O)(=O)O)C (p-toluenesulfonic acid monohydrate). Run in CO (methanol). Run at time 1 hour. Yields the product OCCN1C(N(C(C2=CC=CC=C12)C1=CC=CC=C1)C1CCN(CC1)CC1=CC=CC=C1)=O (1-(2-Hydroxyethyl)-3-(1-benzylpiperidin-4-yl)-4-phenyl-3,4-dihydro-2(1H)-quinazolinone). RXN SMILES: O1CCCCC1[O:7][CH2:8][CH2:9][N:10]1[C:19]2[C:14](=[CH:15][CH:16]=[CH:17][CH:18]=2)[CH:13]([C:20]2[CH:25]=[CH:24][CH:23]=[CH:22][CH:21]=2)[N:12]([CH:26]2[CH2:31][CH2:30][N:29]([CH2:32][C:33]3[CH:38]=[CH:37][CH:36]=[CH:35][CH:34]=3)[CH2:28][CH2:27]2)[C:11]1=[O:39].C(N1CCC(N2C(C3C=CC=CC=3)C3C(=CC=CC=3)NC2=O)CC1)C1C=CC=CC=1.O1CCCCC1OCCBr.O.C1(C)C=CC(S(O)(=O)=O)=CC=1.C(=O)(O)[O-].[Na+]>CO>[OH:7][CH2:8][CH2:9][N:10]1[C:19]2[C:14](=[CH:15][CH:16]=[CH:17][CH:18]=2)[CH:13]([C:20]2[CH:25]=[CH:24][CH:23]=[CH:22][CH:21]=2)[N:12]([CH:26]2[CH2:31][CH2:30][N:29]([CH2:32][C:33]3[CH:34]=[CH:35][CH:36]=[CH:37][CH:38]=3)[CH2:28][CH2:27]2)[C:11]1=[O:39] |f:3.4,5.6|. Procedure details: In similar way as in Preparation example 3, 1-[2-(tetrahydropyran-2-yl)oxyethyl]-3-(1-benzylpiperidin-4-yl)-4-phenyl-3,4-dihydro-2(1H)-quinazolinone was prepared from 99.4 mg (0.25 mmol) of 3-(1-benzylpiperidin-4-yl)-4-phenyl-3,4-dihydro-2(1H)-quinazolinone and 157 mg (0.75 mmol) of 2-(tetrahydropyran-2-yl)oxyethyl bromide as colorless oil. To a solution of the obtained oil in 4 ml of methanol, 57 mg (0.30 mmol) of p-toluenesulfonic acid monohydrate were added and stirred at room temperature for... The reactants are ClC=1C=CC=2N(N1)C(=NN2)C(F)(F)F (6-chloro-3-(trifluoromethyl)-[1,2,4]triazolo[4,3-b]pyridazine), Cl.COC1=CC=C(C=C1)C1CNCC1 (3-(4-methoxyphenyl)pyrrolidine hydrochloride), CCN(C(C)C)C(C)C (DIPEA). Solvent: C(C)O (ethanol). Run at temperature 70 celsius. Yields the product COC1=CC=C(C=C1)C1CN(CC1)C=1C=CC=2N(N1)C(=NN2)C(F)(F)F (6-[3-(4-methoxyphenyl)pyrrolidin-1-yl]-3-(trifluoromethyl)[1,2,4]triazolo[4,3-b]pyridazine). The yield is 56.3%. As a reaction SMILES: Cl[C:2]1[CH:3]=[CH:4][C:5]2[N:6]([C:8]([C:11]([F:14])([F:13])[F:12])=[N:9][N:10]=2)[N:7]=1.Cl.[CH3:16][O:17][C:18]1[CH:23]=[CH:22][C:21]([CH:24]2[CH2:28][CH2:27][NH:26][CH2:25]2)=[CH:20][CH:19]=1.CCN(C(C)C)C(C)C>C(O)C>[CH3:16][O:17][C:18]1[CH:19]=[CH:20][C:21]([CH:24]2[CH2:28][CH2:27][N:26]([C:2]3[CH:3]=[CH:4][C:5]4[N:6]([C:8]([C:11]([F:14])([F:13])[F:12])=[N:9][N:10]=4)[N:7]=3)[CH2:25]2)=[CH:22][CH:23]=1 |f:1.2|. Procedure: A solution of 6-chloro-3-(trifluoromethyl)-[1,2,4]triazolo[4,3-b]pyridazine (50 mg, 0.22 mmol) in ethanol (1 mL) was added to 3-(4-methoxyphenyl)pyrrolidine hydrochloride (71 mg, 0.33 mmol). The reaction mixture was treated with DIPEA (86 mg, 0.66 mmol) and the mixture was heated at 70° C. for 16 hours. The reaction mixture was evaporated to leave an involatile residue that was purified by preparative reverse phase chromatography to give 6-[3-(4-methoxyphenyl)pyrrolidin-1-yl]-3-(trifluoromethyl)...